The task is: describe an organic reaction: reactants, conditions, products, and yield. This data is from the Open Reaction Database (ORD), a public repository of structured organic reaction records. The reactants are COC1=C(C(=C(C=C1)I)OC)OC (Trimethoxyiodobenzene), C(CCC)[Li] (butyl lithium), CN(C1=CC=C2C(CCOC2=C1)=O)C (7-dimethylamino-chroman-4-one). The product is CN(C1=CC=C2C(=CCOC2=C1)C1=CC(=C(C(=C1)OC)OC)OC)C (dimethyl-[4-(3,4,5-trimethoxy-phenyl)-2H-chromen-7-yl]-amine). RXN SMILES: [CH3:1][O:2][C:3]1[CH:8]=[CH:7][C:6](I)=[C:5]([O:10][CH3:11])[C:4]=1[O:12][CH3:13].C([Li])CCC.[CH3:19][N:20]([CH3:32])[C:21]1[CH:30]=[C:29]2[C:24]([C:25](=O)[CH2:26][CH2:27][O:28]2)=[CH:23][CH:22]=1>>[CH3:19][N:20]([CH3:32])[C:21]1[CH:30]=[C:29]2[C:24]([C:25]([C:7]3[CH:8]=[C:3]([O:2][CH3:1])[C:4]([O:12][CH3:13])=[C:5]([O:10][CH3:11])[CH:6]=3)=[CH:26][CH2:27][O:28]2)=[CH:23][CH:22]=1. Reported procedure: Compounds of this invention having the Formulae I-IV can also be prepared as illustrated by examplary reactions in Scheme V. A phenyl propionitrile is prepared from the condensation of acrylonitrile and dimethylaminophenol. The nitrile was hydrolysed to the acid and the intermediate compound cyclized to yield 7-dimethylamino-chroman-4-one. Trimethoxyiodobenzene was lithiated with butyl lithium and treated with 7-dimethylamino-chroman-4-one to produce dimethyl-[4-(3,4,5-trimethoxy-phenyl)-2H-chro... Reactants: C=1(C)C(C)=CC(C)=C(C)C1 (Durene). Solvent: C1=CC=CC=C1 (benzene). Yields the product C1=CC=CC=C1.C=1(C)C(C)=CC(C)=C(C)C1 (benzene durene). Reaction SMILES: [C:1]1([C:3](=[CH:5][C:6](=[C:8]([CH:10]=1)[CH3:9])[CH3:7])[CH3:4])[CH3:2]>C1C=CC=CC=1>[CH:1]1[CH:3]=[CH:5][CH:6]=[CH:8][CH:10]=1.[C:1]1([C:3](=[CH:5][C:6](=[C:8]([CH:10]=1)[CH3:9])[CH3:7])[CH3:4])[CH3:2] |f:2.3|. Procedure: Durene was dissolved in benzene to give a molar ratio of benzene/durene of 2.2. The solution was pumped into the micro-reactor and loaded with 0.50 g of the same Fe-Mo-DBH catalyst used in Example 29 and oxidized in a flow of premixed gas consisting of 6 vol % O2 and 6 vol % N2 in He at two different temperatures, 425° C. and 450° C. Product effluent was analyzed by GC, and each product identified with GC/MS. Results are summarized in Table 23 below Starting materials: BrC=1C=C(C=NC1)OC[C@H]1N(CCC1)C (5-bromo-3-(1-methyl-2-(S)-pyrrolidinylmethoxy)-pyridine), 3-pyridinyltributyltin. The reagents and catalysts are C=1C=CC(=CC1)[P](C=2C=CC=CC2)(C=3C=CC=CC3)[Pd]([P](C=4C=CC=CC4)(C=5C=CC=CC5)C=6C=CC=CC6)([P](C=7C=CC=CC7)(C=8C=CC=CC8)C=9C=CC=CC9)[P](C=1C=CC=CC1)(C=1C=CC=CC1)C=1C=CC=CC1 (tetrakis(triphenylphosphine)palladium(0)). Solvent: C1(=CC=CC=C1)C (toluene). Product: N1=CC(=CC=C1)C=1C=C(C=NC1)OC[C@H]1N(CCC1)C (5-(3-Pyridyl)-3-(1-methyl-2-(S)-pyrrolidinylmethoxy)pyridine). Isolated yield 94.3%. RXN SMILES: Br[C:2]1[CH:3]=[C:4]([O:8][CH2:9][C@@H:10]2[CH2:14][CH2:13][CH2:12][N:11]2[CH3:15])[CH:5]=[N:6][CH:7]=1>C1(C)C=CC=CC=1.C1C=CC([P]([Pd]([P](C2C=CC=CC=2)(C2C=CC=CC=2)C2C=CC=CC=2)([P](C2C=CC=CC=2)(C2C=CC=CC=2)C2C=CC=CC=2)[P](C2C=CC=CC=2)(C2C=CC=CC=2)C2C=CC=CC=2)(C2C=CC=CC=2)C2C=CC=CC=2)=CC=1>[N:6]1[CH:7]=[CH:2][CH:3]=[C:4]([C:2]2[CH:3]=[C:4]([O:8][CH2:9][C@@H:10]3[CH2:14][CH2:13][CH2:12][N:11]3[CH3:15])[CH:5]=[N:6][CH:7]=2)[CH:5]=1 |^1:26,28,47,66|. Reported procedure: To a solution of 5-bromo-3-(1-methyl-2-(S)-pyrrolidinylmethoxy)-pyridine (272 mg, 1.0 mmol) in toluene (10.0 mL) was added 3-pyridinyltributyltin (442 mg, 1.2 mmol) and tetrakis(triphenylphosphine)palladium(0) (35 mg, 0.03 mmol). After being refluxed overnight, the resulting mixture was cooled to room temperature. Solvent was removed, and the residue was chromatographed on a silica gel column, eluting with NH4OH/MeOH/EtOAc 0:1:9 and 1:10:90 to afford an oil (127 mg, 48%). MS (CI/NH3) m/z 270 (M+... The reactants are C(C)[C@@H]1OC2=C(N(C1=O)C(C)C)C=CC(=C2)C(=O)OC ((S)-2-ethyl-7-methoxycarbonyl-4-(2-propyl)-3-oxo-3,4-dihydro-2H-1,4-benzoxazine). Solvent: Cl (hydrochloric acid). Yields the product C(C)[C@@H]1OC2=C(N(C1=O)C(C)C)C=CC(=C2)C(=O)O ((S)-2-ethyl-4-(2-propyl)-3-oxo-3,4-dihydro-2H-1,4-benzoxazine-7-carboxylic acid). Isolated yield 86.7%. Reaction SMILES: [CH2:1]([C@H:3]1[C:8](=[O:9])[N:7]([CH:10]([CH3:12])[CH3:11])[C:6]2[CH:13]=[CH:14][C:15]([C:17]([O:19]C)=[O:18])=[CH:16][C:5]=2[O:4]1)[CH3:2]>Cl>[CH2:1]([C@H:3]1[C:8](=[O:9])[N:7]([CH:10]([CH3:12])[CH3:11])[C:6]2[CH:13]=[CH:14][C:15]([C:17]([OH:19])=[O:18])=[CH:16][C:5]=2[O:4]1)[CH3:2]. Procedure details: A mixture of (S)-2-ethyl-7-methoxycarbonyl-4-(2-propyl)-3-oxo-3,4-dihydro-2H-1,4-benzoxazine (0.85 g) in concentrated hydrochloric acid (20 ml) was stirred under reflux for a day. The concentrated hydrochloric acid was distilled off under reduced pressure. Water was added to the residue and extraction with ethyl acetate was conducted. The extract was washed with water and then the solvent was distilled off under reduced pressure to give (S)-2-ethyl-4-(2-propyl)-3-oxo-3,4-dihydro-2H-1,4-benzoxazi... Reactants: C#CCOCCN(C(=O)C(=O)N1CCc2cc(OC)c(OC(C)C)cc2C1C(=O)OCC)C(C)(C)C, Cl, [K+], C1COCCO1, [OH-], O. Yields the product C#CCOCCN(C(=O)C(=O)N1CCc2cc(OC)c(OC(C)C)cc2C1C(=O)O)C(C)(C)C. Reaction SMILES: [C:1]([CH3:2])([CH3:3])([CH3:4])[N:5]([C:6]([C:7](=[O:8])[N:9]1[CH:10]([C:25](=[O:26])[O:27][CH2:28][CH3:29])[c:11]2[cH:12][c:13]([O:21][CH:22]([CH3:23])[CH3:24])[c:14]([O:19][CH3:20])[cH:15][c:16]2[CH2:17][CH2:18]1)=[O:30])[CH2:31][CH2:32][O:33][CH2:34][C:35]#[CH:36].[ClH:39].[K+:38].[O:40]1[CH2:41][CH2:42][O:43][CH2:44][CH2:45]1.[OH-:37].[OH2:46]>>[C:1]([CH3:2])([CH3:3])([CH3:4])[N:5]([C:6]([C:7](=[O:8])[N:9]1[CH:10]([C:25](=[O:26])[OH:27])[c:11]2[cH:12][c:13]([O:21][CH:22]([CH3:23])[CH3:24])[c:14]([O:19][CH3:20])[cH:15][c:16]2[CH2:17][CH2:18]1)=[O:30])[CH2:31][CH2:32][O:33][CH2:34][C:35]#[CH:36].